This data is from the Open Reaction Database (ORD), a public repository of structured organic reaction records. The task is: describe an organic reaction: reactants, conditions, products, and yield Starting materials: N1C(=NC=C1)C1=C(N)C=CC=C1 (2-(1H-imidazol-2-yl)aniline), N#CBr (cyanogen bromide), O (water). The solvent is CO (methanol). Run at time 8 hour. Product: Br.N=1C=CN2C(=NC=3C=CC=CC3C21)N (imidazo[1,2-c]quinazolin-5-amine hydrobromide). The yield is 59.6%. Reaction SMILES: [NH:1]1[CH:5]=[CH:4][N:3]=[C:2]1[C:6]1[CH:12]=[CH:11][CH:10]=[CH:9][C:7]=1[NH2:8].[N:13]#[C:14][Br:15].O>CO>[BrH:15].[N:1]1[CH:5]=[CH:4][N:3]2[C:2]=1[C:6]1[CH:12]=[CH:11][CH:10]=[CH:9][C:7]=1[N:8]=[C:14]2[NH2:13] |f:4.5|. Procedure: To a solution of 2-(1H-imidazol-2-yl)aniline (0.06 g. 0.38 mmol) in methanol (3 ml) was added cyanogen bromide (0.05 g, 0.45 mmol). The resulting mixture was stirred at room temperature overnight. The reaction mixture was poured into water, and the resulting precipitate was collected by filtration, washed with acetone, and dried under reduced pressure to give imidazo[1,2-c]quinazolin-5-amine hydrobromide (0.06 g, 61% yield) as a white solid. The reactants are C1CCOC1, COC(Cn1ncc2cc(-n3ccc(CCc4ccccc4)cc3=O)ccc21)OC, Cl, O. Product: COC(O)Cn1ncc2cc(-n3ccc(CCc4ccccc4)cc3=O)ccc21. Reaction SMILES: [CH2:33]1[O:34][CH2:35][CH2:36][CH2:37]1.[CH3:1][O:2][CH:3]([CH2:4][n:5]1[n:6][cH:7][c:8]2[cH:9][c:10](-[n:14]3[c:15](=[O:28])[cH:16][c:17]([CH2:20][CH2:21][c:22]4[cH:23][cH:24][cH:25][cH:26][cH:27]4)[cH:18][cH:19]3)[cH:11][cH:12][c:13]12)[O:29][CH3:30].[ClH:31].[OH2:32]>>[CH3:1][O:2][CH:3]([CH2:4][n:5]1[n:6][cH:7][c:8]2[cH:9][c:10](-[n:14]3[c:15](=[O:28])[cH:16][c:17]([CH2:20][CH2:21][c:22]4[cH:23][cH:24][cH:25][cH:26][cH:27]4)[cH:18][cH:19]3)[cH:11][cH:12][c:13]12)[OH:29]. The reactants are C(=O)([O-])[O-].[K+].[K+] (K2CO3), C(C)(C)(C)OC(=O)N1CCNCCC1 (1-(tert-butyloxycarbonyl)homopiperazine), ClCCC(=O)C1=CC=CC=C1 (3-Chloropropiophenone), CCOC(=O)C (AcOEt). The solvent is CC#N (CH3CN). Conditions: temperature 70 celsius, time 17 hour. Yields the product C(C)(C)(C)OC(=O)N1CCN(CCC1)CCC(=O)C1=CC=CC=C1 (1-(tert-Butyloxycarbonyl)-4-(3-phenyl-3-oxopropyl)homopiperazine). Yield: 80.0%. Reaction SMILES: Cl[CH2:2][CH2:3][C:4]([C:6]1[CH:11]=[CH:10][CH:9]=[CH:8][CH:7]=1)=[O:5].C([O-])([O-])=O.[K+].[K+].[C:18]([O:22][C:23]([N:25]1[CH2:31][CH2:30][CH2:29][NH:28][CH2:27][CH2:26]1)=[O:24])([CH3:21])([CH3:20])[CH3:19].CCOC(C)=O>CC#N>[C:18]([O:22][C:23]([N:25]1[CH2:31][CH2:30][CH2:29][N:28]([CH2:2][CH2:3][C:4]([C:6]2[CH:11]=[CH:10][CH:9]=[CH:8][CH:7]=2)=[O:5])[CH2:27][CH2:26]1)=[O:24])([CH3:21])([CH3:19])[CH3:20] |f:1.2.3|. Procedure details: 3-Chloropropiophenone (7.14 g, 24.4 mmol). K2CO3 (8.79 g, 1.50 equiv) and KI (1.41 mg, 0.2 equiv) were added to a solution of the purified 1-(tert-butyloxycarbonyl)homopiperazine (8.486 g, 42.4 mmol) in CH3CN (60 mL). The reaction mixture was stirred at 70° C. for 17 h and then AcOEt (200 mL) was added to the cooled mixture. The precipitated solid was removed by filtration and washed with AcOEt (50 mL). The combined filtrate was evaporated to afford an oil which was purified by column chromatogr... Starting materials: C[Si](CCOCN(C1=C(C(=NC=2N1N=CC2C=2C=NC(=CC2)C2=CC=CC=C2)C2=CCC(CC2)(C(=O)OCC)C)\C=C/OCC)COCC[Si](C)(C)C)(C)C ((Z)-Ethyl 4-(7-(bis((2-(trimethylsilyl)ethoxy)methyl)amino)-6-(2-ethoxyvinyl)-3-(6-phenylpyridin-3-yl)pyrazolo[1,5-a]pyrimidin-5-yl)-1-methylcyclohex-3-enecarboxylate), C(=O)(C(F)(F)F)O.O (TFA H2O). The product is CC1(CC=C(CC1)C1=NC=2N(C3=C1C=CN3)N=CC2C=2C=NC(=CC2)C2=CC=CC=C2)C(=O)OCC (ethyl 1-methyl-4-(3-(6-phenylpyridin-3-yl)-8H-pyrazolo[1,5-a]pyrrolo[3,2-e]pyrimidin-5-yl)cyclohex-3-enecarboxylate). Reaction SMILES: C[Si](C)(C)CCOC[N:7](COCC[Si](C)(C)C)[C:8]1[N:13]2[N:14]=[CH:15][C:16]([C:17]3[CH:18]=[N:19][C:20]([C:23]4[CH:28]=[CH:27][CH:26]=[CH:25][CH:24]=4)=[CH:21][CH:22]=3)=[C:12]2[N:11]=[C:10]([C:29]2[CH2:34][CH2:33][C:32]([CH3:40])([C:35]([O:37][CH2:38][CH3:39])=[O:36])[CH2:31][CH:30]=2)[C:9]=1/[CH:41]=[CH:42]\OCC.C(O)(C(F)(F)F)=O.O>>[CH3:40][C:32]1([C:35]([O:37][CH2:38][CH3:39])=[O:36])[CH2:33][CH2:34][C:29]([C:10]2[C:9]3[CH:41]=[CH:42][NH:7][C:8]=3[N:13]3[N:14]=[CH:15][C:16]([C:17]4[CH:18]=[N:19][C:20]([C:23]5[CH:28]=[CH:27][CH:26]=[CH:25][CH:24]=5)=[CH:21][CH:22]=4)=[C:12]3[N:11]=2)=[CH:30][CH2:31]1 |f:1.2|. Reported procedure: (Z)-Ethyl 4-(7-(bis((2-(trimethylsilyl)ethoxy)methyl)amino)-6-(2-ethoxyvinyl)-3-(6-phenylpyridin-3-yl)pyrazolo[1,5-a]pyrimidin-5-yl)-1-methylcyclohex-3-enecarboxylate (crude Int-18h) was treated with a mixture of 50% TFA/H2O at rt overnight. The reaction mixture was evaporated to dryness and purified by Prep-LC to give ethyl 1-methyl-4-(3-(6-phenylpyridin-3-yl)-8H-pyrazolo[1,5-a]pyrrolo[3,2-e]pyrimidin-5-yl)cyclohex-3-enecarboxylate (Int-18i). HPLC-MS tR=1.86 min (UV254nm); mass calculated for f...